describe an organic reaction: reactants, conditions, products, and yield From a dataset of the Open Reaction Database (ORD), a public repository of structured organic reaction records. Reactants: FC(OC1=CC=C(C=O)C=C1)(F)F (4-(trifluoromethoxy)benzaldehyde), C(C)(C)C1=CC=C(N)C=C1 (4-isopropylaniline). The product is C(C)(C)C1=CC=C(C=C1)NCC1=CC=C(C=C1)OC(F)(F)F ((4-Isopropylphenyl)[4-(trifluoromethoxy)benzyl]amine). As a reaction SMILES: [F:1][C:2]([F:13])([F:12])[O:3][C:4]1[CH:11]=[CH:10][C:7]([CH:8]=O)=[CH:6][CH:5]=1.[CH:14]([C:17]1[CH:23]=[CH:22][C:20]([NH2:21])=[CH:19][CH:18]=1)([CH3:16])[CH3:15]>>[CH:14]([C:17]1[CH:23]=[CH:22][C:20]([NH:21][CH2:8][C:7]2[CH:10]=[CH:11][C:4]([O:3][C:2]([F:13])([F:12])[F:1])=[CH:5][CH:6]=2)=[CH:19][CH:18]=1)([CH3:16])[CH3:15]. Reported procedure: Following the procedure described in Example 1A, step 1, 4-(trifluoromethoxy)benzaldehyde and 4-isopropylaniline gave the title compound as a colorless oil.